From a dataset of the Open Reaction Database (ORD), a public repository of structured organic reaction records. describe an organic reaction: reactants, conditions, products, and yield Starting materials: CC1(CC2=C(CC(=O)NC2=O)C=C1)C (4,4-dimethylhomophthalimide), ClC(C(Cl)Cl)(SCl)Cl (1,1,2,2-tetrachloroethyl sulfenyl chloride). The solvent is C(C)N(CC)CC (triethylamine). Conditions: time 4 hour. Yields the product ClC(C(Cl)Cl)(SN1C(CC2=C(C1=O)CC(C=C2)(C)C)=O)Cl (N-(1,1,2,2-tetrachloroethylthio)-4,4-dimethyl homophthalimide). Isolated yield 79.2%. RXN SMILES: [CH3:1][C:2]1([CH3:14])[CH:13]=[CH:12][C:5]2[CH2:6][C:7]([NH:9][C:10](=[O:11])[C:4]=2[CH2:3]1)=[O:8].[Cl:15][C:16]([Cl:22])([S:20]Cl)[CH:17]([Cl:19])[Cl:18]>C(N(CC)CC)C>[Cl:15][C:16]([Cl:22])([S:20][N:9]1[C:10](=[O:11])[C:4]2[CH2:3][C:2]([CH3:14])([CH3:1])[CH:13]=[CH:12][C:5]=2[CH2:6][C:7]1=[O:8])[CH:17]([Cl:19])[Cl:18]. Procedure details: To a 200-ml methylene solution of 4,4-dimethylhomophthalimide (33.5 g) and 1,1,2,2-tetrachloroethyl sulfenyl chloride (42.2 g) at 0° C. was added dropwise 18.2 g triethylamine over 5 minutes. The mixture was stirred for 4 hours, washed with 200 ml water and dried (MgSO4). The solvent was evaporated and a brown oil was recovered, recrystallized in ethanol to yield 54 g (78%) tan solid, m.p. 112°-113° C. The reactants are CCCC(O)CCN(C)Cc1ccccc1, CC(C)CC(CCN(C)Cc1ccccc1)Oc1cccc2sccc12. Yields the product CCCC(CCN(C)Cc1ccccc1)Oc1cccc2sccc12. RXN SMILES: [CH2:27]([N:28]([CH3:29])[CH2:30][CH2:31][CH:32]([OH:33])[CH2:34][CH2:35][CH3:36])[c:37]1[cH:38][cH:39][cH:40][cH:41][cH:42]1.[s:1]1[c:2]2[c:3]([cH:4][cH:5]1)[c:6]([O:10][CH:11]([CH2:12][CH2:13][N:14]([CH3:15])[CH2:16][c:17]1[cH:18][cH:19][cH:20][cH:21][cH:22]1)[CH2:23][CH:24]([CH3:25])[CH3:26])[cH:7][cH:8][cH:9]2>>[s:1]1[c:2]2[c:3]([cH:4][cH:5]1)[c:6]([O:10][CH:11]([CH2:12][CH2:13][N:14]([CH3:15])[CH2:16][c:17]1[cH:18][cH:19][cH:20][cH:21][cH:22]1)[CH2:23][CH2:24][CH3:25])[cH:7][cH:8][cH:9]2. Reactants: CC1(OCCO1)C=1C(=NC=CC1)CCN (2-[3-(2-Methyl-[1,3]dioxolan-2-yl)-pyridin-2-yl]-ethylamine), Cl (HCl), [OH-].[Na+] (NaOH). Reaction conditions: temperature 100 celsius. The product is CC=1C=2C=CC=NC2CCN1 (5-Methyl-7,8-dihydro-[1,6]naphthyridine). Reaction SMILES: [CH3:1][C:2]1([C:7]2[C:8]([CH2:13][CH2:14][NH2:15])=[N:9][CH:10]=[CH:11][CH:12]=2)OCCO1.Cl.[OH-].[Na+]>>[CH3:1][C:2]1[C:7]2[CH:12]=[CH:11][CH:10]=[N:9][C:8]=2[CH2:13][CH2:14][N:15]=1 |f:2.3|. Procedure details: 2-[3-(2-Methyl-[1,3]dioxolan-2-yl)-pyridin-2-yl]-ethylamine (490 mg, 2.35 mmol, 1.0 equiv) is dissolved in 1N HCl solution (47 mL, 47.0 mmol, 20.0 equiv) and heated at 100° C. for 2 hours. According to TLC analysis the reaction is completed. The mixture is cooled and 1N NaOH solution is added. The mixture is extracted twice with dichloromethane, washed with brine, dried over Na2SO4, filtered and concentrated in vacuo. This gave the title compound. Starting materials: C=O, CNC, CC(=O)O, CCO, Cc1cc2ccnc(-c3ccc(Cl)cc3)c2[nH]1. The product is CCOCc1c(C)[nH]c2c(-c3ccc(Cl)cc3)nccc12. RXN SMILES: [CH2:25]=[O:26].[CH3:18][NH:19][CH3:20].[CH3:21][C:22]([OH:23])=[O:24].[CH3:27][CH2:28][OH:29].[Cl:1][c:2]1[cH:3][cH:4][c:5](-[c:8]2[n:9][cH:10][cH:11][c:12]3[c:13]2[nH:14][c:15]([CH3:17])[cH:16]3)[cH:6][cH:7]1>>[Cl:1][c:2]1[cH:3][cH:4][c:5](-[c:8]2[n:9][cH:10][cH:11][c:12]3[c:13]2[nH:14][c:15]([CH3:17])[c:16]3[CH2:25][O:24][CH2:22][CH3:21])[cH:6][cH:7]1. Reactants: C(CCCCCCCCCCC)N1C(CCC1)=O (N-dodecyl-2-pyrrolidone), ClC1=C(C(=C(C(=C1O)Cl)Cl)Cl)Cl (pentachlorophenol), C1(O)=CC=C(O)C=C1 (hydroquinone). Run at temperature 120 celsius. Product: C(CCCCCCCCCCC)N1C(CCC1)=O.ClC1=C(C(=C(C(=C1O)Cl)Cl)Cl)Cl (N-dodecyl-2-pyrrolidone pentachlorophenol). Reaction SMILES: [CH2:1]([N:13]1[CH2:17][CH2:16][CH2:15][C:14]1=[O:18])[CH2:2][CH2:3][CH2:4][CH2:5][CH2:6][CH2:7][CH2:8][CH2:9][CH2:10][CH2:11][CH3:12].[Cl:19][C:20]1[C:25]([OH:26])=[C:24]([Cl:27])[C:23]([Cl:28])=[C:22]([Cl:29])[C:21]=1[Cl:30].C1(C=CC(O)=CC=1)O>>[CH2:1]([N:13]1[CH2:17][CH2:16][CH2:15][C:14]1=[O:18])[CH2:2][CH2:3][CH2:4][CH2:5][CH2:6][CH2:7][CH2:8][CH2:9][CH2:10][CH2:11][CH3:12].[Cl:19][C:20]1[C:25]([OH:26])=[C:24]([Cl:27])[C:23]([Cl:28])=[C:22]([Cl:29])[C:21]=1[Cl:30] |f:3.4|. Procedure details: Example XXVIII is repeated except that only 12.17 g (0.05 mole) of N-dodecyl-2-pyrrolidone is used and 13.32 g (0.05 mole) of pentachlorophenol is substituted for 11.1 g of hydroquinone and the resulting melt is heated at 120° C. for 30 minutes. A solid crystalline micellular complex of 1:1 molar N-dodecyl-2-pyrrolidone/pentachlorophenol is formed. Starting materials: O1C(C1)C=1C=C2CCC=3C(=NOC3C3=NOC(=C3C(F)(F)F)C3=CC=CC=C3)C2=CC1 (7-(oxiran-2-yl)-3-(5-phenyl-4-(trifluoromethyl)isoxazol-3-yl)-4,5-dihydronaphtho[1,2-c]isoxazole), N1C[C@H](CCC1)C(=O)OCC ((S)-ethyl piperidine-3-carboxylate), Cl(=O)(=O)(=O)[O-].[Li+] (lithium per chlorate), Cl (hydrochloric acid). Solvent: CN1C(CCC1)=O (N-methyl-2-pyrrolidinone), C(C)#N (acetonitrile). Run at temperature 100 celsius, time 65 hour. The product is OC(CN1C[C@H](CCC1)C(=O)O)C=1C=C2CCC=3C(=NOC3C3=NOC(=C3C(F)(F)F)C3=CC=CC=C3)C2=CC1 ((3S)-1-(2-hydroxy-2-(3-(5-phenyl-4-(trifluoromethyl)isoxazol-3-yl)-4,5-dihydronaphtho[1,2-c]isoxazol-7-yl)ethyl)piperidine-3-carboxylic acid), Cl (hydrochloric acid). Yield: 185.0%. RXN SMILES: [O:1]1[CH2:3][CH:2]1[C:4]1[CH:5]=[C:6]2[C:29](=[CH:30][CH:31]=1)[C:10]1=[N:11][O:12][C:13]([C:14]3[C:18]([C:19]([F:22])([F:21])[F:20])=[C:17]([C:23]4[CH:28]=[CH:27][CH:26]=[CH:25][CH:24]=4)[O:16][N:15]=3)=[C:9]1[CH2:8][CH2:7]2.[NH:32]1[CH2:37][CH2:36][CH2:35][C@H:34]([C:38]([O:40]CC)=[O:39])[CH2:33]1.[Cl:43]([O-])(=O)(=O)=O.[Li+].Cl>C(#N)C.CN1CCCC1=O>[OH:1][CH:2]([C:4]1[CH:5]=[C:6]2[C:29](=[CH:30][CH:31]=1)[C:10]1=[N:11][O:12][C:13]([C:14]3[C:18]([C:19]([F:22])([F:20])[F:21])=[C:17]([C:23]4[CH:28]=[CH:27][CH:26]=[CH:25][CH:24]=4)[O:16][N:15]=3)=[C:9]1[CH2:8][CH2:7]2)[CH2:3][N:32]1[CH2:37][CH2:36][CH2:35][C@H:34]([C:38]([OH:40])=[O:39])[CH2:33]1.[ClH:43] |f:2.3|. Procedure details: A 2-dram vial was charged with 7-(oxiran-2-yl)-3-(5-phenyl-4-(trifluoromethyl)isoxazol-3-yl)-4,5-dihydronaphtho[1,2-c]isoxazole (Preparation 13A, 0.085 g, 0.200 mmol), N-methyl-2-pyrrolidinone (1 mL), (S)-ethyl piperidine-3-carboxylate (0.062 mL, 0.401 mmol) and lithium per chlorate (4.26 mg, 0.040 mmol). The vial was sealed and the contents were heated at 100° C. for 6.5 h and then left stirring at room temperature for 65 h. The reaction mixture was partitioned between ethyl acetate (20 mL) and...